Dataset: the Open Reaction Database (ORD), a public repository of structured organic reaction records. Task: describe an organic reaction: reactants, conditions, products, and yield Reactants: CC1=C(C=C(C=C1C)C)O (2,3,5-trimethylphenol), solution, [OH-].[Na+] (sodium hydroxide), S(O)(O)(=O)=O (sulfuric acid), S(=O)(=O)([O-])OOS(=O)(=O)[O-].[K+].[K+] (potassium persulfate). Solvent: O (water). Reaction conditions: temperature 20 celsius. Product: CC1=C(O)C=C(C(=C1C)O)C (2,3,5-Trimethylhydroquinone). The yield is 93.0%. As a reaction SMILES: S(OOS([O-])(=O)=O)([O-])(=O)=O.[K+].[K+].[CH3:13][C:14]1[C:19]([CH3:20])=[CH:18][C:17]([CH3:21])=[CH:16][C:15]=1[OH:22].[OH-].[Na+].S(=O)(=O)(O)[OH:26]>O>[CH3:13][C:14]1[C:19]([CH3:20])=[C:18]([OH:26])[C:17]([CH3:21])=[CH:16][C:15]=1[OH:22] |f:0.1.2,4.5|. Procedure details: A solution containing 100 mmols of potassium persulfate in one liter of water is added dropwise with stirring, at 20° C., to a solution containing 100 mmols of 2,3,5-trimethylphenol in 100 ml of a 10% solution of sodium hydroxide. After stirring for 20 hours, the reaction mixture is neutralized with concentrated sulfuric acid and the solid formed is filtered. The remaining aqueous solution is acidified by slowly adding 220 ml of concentrated sulfuric acid, and heated for 30 minutes at 80° C. The... Reactants: COc1cc(Cc2cnc(N)nc2N)cc(OC)c1OC, CC#N, ClC(Cl)Cl, O=[N+]([O-])O. Product: COc1cc(Cc2cnc(N)nc2N)cc(OC)c1OC, O=[N+]([O-])[O-]. RXN SMILES: [CH3:1][O:2][c:3]1[cH:4][c:5]([CH2:6][c:7]2[cH:8][n:9][c:10]([NH2:11])[n:12][c:13]2[NH2:14])[cH:15][c:16]([O:17][CH3:18])[c:19]1[O:20][CH3:21].[CH3:30][C:31]#[N:32].[CH:26]([Cl:27])([Cl:28])[Cl:29].[OH:22][N+:23]([O-:24])=[O:25]>>[CH3:1][O:2][c:3]1[cH:4][c:5]([CH2:6][c:7]2[cH:8][n:9][c:10]([NH2:11])[n:12][c:13]2[NH2:14])[cH:15][c:16]([O:17][CH3:18])[c:19]1[O:20][CH3:21].[O:22]=[N+:23]([O-:24])[O-:25]. Starting materials: N1=C(C=CC=C1)NC1=C(C=CC=C1)N (N-(2-pyridyl)-o-phenylenediamine), C(C)OC1=CC=C(C=CC(=O)Cl)C=C1 (4-ethoxycinnamoyl chloride), C(C(=O)O)(=O)O (oxalic acid), N1=C(C=CC=C1)N1C(=NC2=C1C=CC=C2)\C=C\C2=CC=CC=C2 ((E)-1-(2-pyridyl)-2-styryl-1H-benzimidazole). Run in C(C)(=O)OCC (ethyl acetate). Yields the product C(C(=O)O)(=O)O.O(CC)C1=CC=C(/C=C/C2=NC3=C(N2C2=NC=CC=C2)C=CC=C3)C=C1 ((E)-4-Ethoxylstyryl-1-(2-pyridyl)-1H-benzimidazole oxalate). As a reaction SMILES: [N:1]1[CH:6]=[CH:5][CH:4]=[CH:3][C:2]=1[NH:7][C:8]1[CH:13]=[CH:12][CH:11]=[CH:10][C:9]=1[NH2:14].[CH2:15]([O:17][C:18]1[CH:28]=[CH:27][C:21]([CH:22]=[CH:23][C:24](Cl)=O)=[CH:20][CH:19]=1)[CH3:16].N1C=CC=CC=1N1C2C=CC=CC=2N=C1/C=C/C1C=CC=CC=1.[C:52]([OH:57])(=[O:56])[C:53]([OH:55])=[O:54]>C(OCC)(=O)C>[C:52]([OH:57])(=[O:56])[C:53]([OH:55])=[O:54].[O:17]([C:18]1[CH:28]=[CH:27][C:21](/[CH:22]=[CH:23]/[C:24]2[N:7]([C:2]3[CH:3]=[CH:4][CH:5]=[CH:6][N:1]=3)[C:8]3[CH:13]=[CH:12][CH:11]=[CH:10][C:9]=3[N:14]=2)=[CH:20][CH:19]=1)[CH2:15][CH3:16] |f:5.6|. Reported procedure: Free base of the titled compound was prepared from N-(2-pyridyl)-o-phenylenediamine and 4-ethoxycinnamoyl chloride (Lohar, J. M.; Mahsru, U. Indian J. Chem. Sect. A, 1981, 20, 125) according to the preparation of (E)-1-(2-pyridyl)-2-styryl-1H-benzimidazole (Example 1, method A). The free base and oxalic acid were dissolved into ethyl acetate. Concentration and recrystallization from ethyl acetate/n-hexane yielded the titled compound. MW: 431.45; mp: 169.0-170.0° C.; 1H-NMR (DMSO) δ: 8.78 (1H, dd... The reactants are C(C)(C)(C)OC(=O)N1C(CC(C1)=C)C=1NC(=CN1)C1=CC=C(C=C1)C1=CC2=CC=C(C=C2C=C1)C=1NC(=NC1)C1N(CCC1)C(C(C(C)C)NC(=O)OC)=O (2-{5-[4-(6-{2-[1-(2-Methoxycarbonylamino-3-methyl-butyryl)-pyrrolidin-2-yl]-3H-imidazol-4-yl}-naphthalen-2-yl)-phenyl]-1H-imidazol-2-yl}-4-methylene-pyrrolidine-1-carboxylic acid tert-butyl ester), COC(NC(C(=O)N1C(CCC1)C=1NC(=CN1)C1=CC2=CC=C(C=C2C=C1)Br)C1CCOCC1)=O ([2-{2-[5-(6-Bromo-naphthalen-2-yl)-1H-imidazol-2-yl]-pyrrolidin-1-yl}-2-oxo-1-(tetrahydro-pyran-4-yl)-ethyl]-carbamic acid methyl ester), C(C)(C)(C)OC(=O)N1C2CCC(C1C=1NC(=CN1)C1=CC=C(C=C1)B1OC(C(O1)(C)C)(C)C)C2 (3-{5-[4-(4,4,5,5-Tetramethyl-[1,3,2]dioxaborolan-2-yl)-phenyl]-1H-imidazol-2-yl}-2-aza-bicyclo[2.2.1]heptane-2-carboxylic acid tert-butyl ester). The product is C(C)(C)(C)OC(=O)N1C2CCC(C1C=1NC(=CN1)C1=CC=C(C=C1)C1=CC3=CC=C(C=C3C=C1)C=1NC(=NC1)C1N(CCC1)C(C(C1CCOCC1)NC(=O)OC)=O)C2 (3-(5-{4-[6-(2-{1-[2-Methoxycarbonylamino-2-(tetrahydro-pyran-4-yl)-acetyl]-pyrrolidin-2-yl}-3H-imidazol-4-yl)-naphthalen-2-yl]-phenyl}-1H-imidazol-2-yl)-2-aza-bicyclo[2.2.1]heptane-2-carboxylic acid tert-butyl ester). The yield is 47.8%. Reaction SMILES: C(OC(N1CC(=C)CC1C1NC(C2C=CC(C3C=CC4C(=CC=C(C5NC(C6CCCN6C(=O)C(NC(OC)=O)C(C)C)=NC=5)C=4)C=3)=CC=2)=CN=1)=O)(C)(C)C.[CH3:56][O:57][C:58](=[O:90])[NH:59][CH:60]([CH:84]1[CH2:89][CH2:88][O:87][CH2:86][CH2:85]1)[C:61]([N:63]1[CH2:67][CH2:66][CH2:65][CH:64]1[C:68]1[NH:69][C:70]([C:73]2[CH:82]=[CH:81][C:80]3[C:75](=[CH:76][CH:77]=[C:78](Br)[CH:79]=3)[CH:74]=2)=[CH:71][N:72]=1)=[O:62].[C:91]([O:95][C:96]([N:98]1[CH:103]([C:104]2[NH:105][C:106]([C:109]3[CH:114]=[CH:113][C:112](B4OC(C)(C)C(C)(C)O4)=[CH:111][CH:110]=3)=[CH:107][N:108]=2)[CH:102]2[CH2:124][CH:99]1[CH2:100][CH2:101]2)=[O:97])([CH3:94])([CH3:93])[CH3:92]>>[C:91]([O:95][C:96]([N:98]1[CH:103]([C:104]2[NH:105][C:106]([C:109]3[CH:110]=[CH:111][C:112]([C:78]4[CH:77]=[CH:76][C:75]5[C:80](=[CH:81][CH:82]=[C:73]([C:70]6[NH:69][C:68]([CH:64]7[CH2:65][CH2:66][CH2:67][N:63]7[C:61](=[O:62])[CH:60]([NH:59][C:58]([O:57][CH3:56])=[O:90])[CH:84]7[CH2:89][CH2:88][O:87][CH2:86][CH2:85]7)=[N:72][CH:71]=6)[CH:74]=5)[CH:79]=4)=[CH:113][CH:114]=3)=[CH:107][N:108]=2)[CH:102]2[CH2:124][CH:99]1[CH2:100][CH2:101]2)=[O:97])([CH3:94])([CH3:93])[CH3:92]. Procedure details: This compound was synthesized using the same procedure used to make 2-{5-[4-(6-{2-[1-(2-Methoxycarbonylamino-3-methyl-butyryl)-pyrrolidin-2-yl]-3H-imidazol-4-yl}-naphthalen-2-yl)-phenyl]-1H-imidazol-2-yl}-4-methylene-pyrrolidine-1-carboxylic acid tert-butyl ester using [2-{2-[5-(6-Bromo-naphthalen-2-yl)-1H-imidazol-2-yl]-pyrrolidin-1-yl}-2-oxo-1-(tetrahydro-pyran-4-yl)-ethyl]-carbamic acid methyl ester (0.150 g, 0.277 mmol) and 3-{5-[4-(4,4,5,5-Tetramethyl-[1,3,2]dioxaborolan-2-yl)-phenyl]-1H-im... Reported procedure: 5-(4-Fluorophenyl)-6-(4-pyridyl)-2,3-dihydropyrrolo-[2,1-b]-thiazole-7-carboxylic acid (example 11, 120 mg, 0.35 mmol) is heated under argon in an oil bath firstly at 140° C. for 2 h and then at 180° C. for 3 h. After cooling to RT, the brown-red melt cake is digested with a little EtOH. The undissolved, red-brown substance is filtered off with suction, washed with ether and dried: 0.07 g. RXN SMILES: [F:1][C:2]1[CH:7]=[CH:6][C:5]([C:8]2[N:15]3[C:11]([S:12][CH2:13][CH2:14]3)=[C:10](C(O)=O)[C:9]=2[C:19]2[CH:24]=[CH:23][N:22]=[CH:21][CH:20]=2)=[CH:4][CH:3]=1>CCO>[F:1][C:2]1[CH:3]=[CH:4][C:5]([C:8]2[N:15]3[C:11]([S:12][CH2:13][CH2:14]3)=[CH:10][C:9]=2[C:19]2[CH:24]=[CH:23][N:22]=[CH:21][CH:20]=2)=[CH:6][CH:7]=1. Reaction conditions: time 3 hour. Starting materials: FC1=CC=C(C=C1)C1=C(C(=C2SCCN21)C(=O)O)C2=CC=NC=C2 (5-(4-Fluorophenyl)-6-(4-pyridyl)-2,3-dihydropyrrolo-[2,1-b]-thiazole-7-carboxylic acid). Solvent: CCO (EtOH). The product is FC1=CC=C(C=C1)C1=C(C=C2SCCN21)C2=CC=NC=C2 (5-(4-Fluorophenyl)-6-pyridin-4-yl-2,3-dihydro-pyrrolo-[2,1-b]-thiazole). Starting materials: [BH4-], CCO, CSc1sc(C)c(C=O)c1C, [Na+], O. Yields the product CSc1sc(C)c(CO)c1C. As a reaction SMILES: [BH4-:15].[CH3:12][CH2:13][OH:14].[CH3:1][c:2]1[s:3][c:4]([S:10][CH3:11])[c:5]([CH3:9])[c:6]1[CH:7]=[O:8].[Na+:16].[OH2:17]>>[CH3:1][c:2]1[s:3][c:4]([S:10][CH3:11])[c:5]([CH3:9])[c:6]1[CH2:7][OH:8].